From a dataset of the Open Reaction Database (ORD), a public repository of structured organic reaction records. describe an organic reaction: reactants, conditions, products, and yield Starting materials: ClC1=NC=CC=C1C1=NC=CC=C1 (2'-chloro-2,3'-bipyridine), NN (hydrazine), N1=CC=CC=C1 (pyridine). The product is CC1=NN=C2N1C=CC=C2C2=NC=CC=C2 (3-Methyl-8-(2-pyridinyl)-1,2,4-triazolo[4,3-a]pyridine). Reaction SMILES: Cl[C:2]1[C:7]([C:8]2[CH:13]=[CH:12][CH:11]=[CH:10][N:9]=2)=[CH:6][CH:5]=[CH:4][N:3]=1.[NH2:14]N.[N:16]1C=CC=[CH:18][CH:17]=1>>[CH3:18][C:17]1[N:3]2[CH:4]=[CH:5][CH:6]=[C:7]([C:8]3[CH:13]=[CH:12][CH:11]=[CH:10][N:9]=3)[C:2]2=[N:14][N:16]=1. Reported procedure: A mixture of 0.5 g of 2'-chloro-2,3'-bipyridine, 5 ml of anhydrous hydrazine and 50 ml of dry pyridine was refluxed for 24 hours, then concentrated under vacuum and the residue dissolved in methylene chloride. The solution was dried and passed through a short pad of hydrous magnesium silicate. The filtrate was concentrated under vacuum to a gum which is 2'-hydrazino-2,3'-bipyridine. To this gum was added 50 ml of triethyl orthoacetate, the mixture was heated on a steam bath for 2.5 hours and con... Product: C(C)(C)(C)OC(N[C@H]1[C@@H](CC(CC\C=C/[C@H]2[C@](NC([C@H]3N(C1=O)C[C@@H](C3)O)=O)(C2)C(NS(=O)(=O)C2(CC2)CF)=O)C)C)=O (tert-butyl((2R,6S,7R,13aS,14aR,16aS,Z)-14a-(((1-(fluoromethyl)cyclopropyl)sulfonyl)carbamoyl)-2-hydroxy-7,9-dimethyl-5,16-dioxo-1,2,3,5,6,7,8,9,10,11,13a,14,14a,15,16,16a-hexadecahydrocyclopropa[e]pyrrolo[1,2-a][1,4]diazacyclopentadecin-6-yl)carbamate). Reported procedure: A solution of tert-butyl((2S,3R)-1-((2S,4R)-2-(((1R,2S)-1-(((1-(fluoromethyl)cyclopropyl)sulfonyl)carbamoyl)-2-vinylcyclopropyl)carbamoyl)-4-hydroxypyrrolidin-1-yl)-3,5-dimethyl-1-oxonon-8-en-2-yl)carbamate (7.5 g, 22.84 mmol) in DCE (2855 ml) was spurged with nitrogen for 30 min. and then Hoveyda-Grubbs Catalyst 2nd Generation (0.718 g, 1.142 mmol) was added and the reaction was heated to 80° C. for 2 hrs. The reaction was concentrated and purified by flash chromatography on silica gel (20-60% ... RXN SMILES: [C:1]([O:5][C:6](=[O:45])[NH:7][C@@H:8]([C@H:36]([CH3:44])[CH2:37][CH:38]([CH3:43])[CH2:39][CH2:40]C=C)[C:9]([N:11]1[CH2:15][C@H:14]([OH:16])[CH2:13][C@H:12]1[C:17](=[O:35])[NH:18][C@:19]1([C:24](=[O:34])[NH:25][S:26]([C:29]2([CH2:32][F:33])[CH2:31][CH2:30]2)(=[O:28])=[O:27])[CH2:21][C@H:20]1[CH:22]=[CH2:23])=[O:10])([CH3:4])([CH3:3])[CH3:2]>ClCCCl.CC1C=C(C)C(N2C(=[Ru](Cl)(Cl)=CC3C=CC=CC=3OC(C)C)N(C3C(C)=CC(C)=CC=3C)CC2)=C(C)C=1>[C:1]([O:5][C:6](=[O:45])[NH:7][C@@H:8]1[C:9](=[O:10])[N:11]2[CH2:15][C@H:14]([OH:16])[CH2:13][C@H:12]2[C:17](=[O:35])[NH:18][C@:19]2([C:24](=[O:34])[NH:25][S:26]([C:29]3([CH2:32][F:33])[CH2:31][CH2:30]3)(=[O:27])=[O:28])[CH2:21][C@H:20]2[CH:22]=[CH:23][CH2:40][CH2:39][CH:38]([CH3:43])[CH2:37][C@H:36]1[CH3:44])([CH3:2])([CH3:3])[CH3:4]. Reactants: C(C)(C)(C)OC(N[C@H](C(=O)N1[C@@H](C[C@H](C1)O)C(N[C@]1([C@@H](C1)C=C)C(NS(=O)(=O)C1(CC1)CF)=O)=O)[C@@H](CC(CCC=C)C)C)=O (tert-butyl((2S,3R)-1-((2S,4R)-2-(((1R,2S)-1-(((1-(fluoromethyl)cyclopropyl)sulfonyl)carbamoyl)-2-vinylcyclopropyl)carbamoyl)-4-hydroxypyrrolidin-1-yl)-3,5-dimethyl-1-oxonon-8-en-2-yl)carbamate). The reagents and catalysts are CC1=CC(=C(C(=C1)C)N2CCN(C2=[Ru](=CC3=C(C=CC=C3)OC(C)C)(Cl)Cl)C4=C(C=C(C=C4C)C)C)C (Hoveyda-Grubbs Catalyst 2nd Generation). Yield: 27.8%. Conditions: temperature 80 celsius. The solvent is ClCCCl (DCE). Reactants: [H-].[K+] (potassium hydride), BrC1=CC=C(C=C1)C1CC2=CC=CCC2C1 (2-(para-bromophenyl) tetrahydroindene), [Cl-].[Cl-].[Cl-].[Cl-].[Zr+4] (zirconium tetrachloride). Run in C(C)OCC (diethylether). The product is [Cl-].[Cl-].BrC1=CC=C(C=C1)C1C(C2=CC=CCC2C1)[Zr+2]C1C(CC2CC=CC=C12)C1=CC=C(C=C1)Br (Bis(2-(para-bromophenyl) tetrahydroindenyl) zirconium dichloride). Reaction SMILES: [H-].[K+].[Br:3][C:4]1[CH:9]=[CH:8][C:7]([CH:10]2[CH2:18][CH:17]3[C:12](=[CH:13][CH:14]=[CH:15][CH2:16]3)[CH2:11]2)=[CH:6][CH:5]=1.[Cl-:19].[Cl-].[Cl-].[Cl-].[Zr+4:23]>C(OCC)C>[Cl-:19].[Cl-:19].[Br:3][C:4]1[CH:5]=[CH:6][C:7]([CH:10]2[CH2:18][CH:17]3[C:12](=[CH:13][CH:14]=[CH:15][CH2:16]3)[CH:11]2[Zr+2:23][CH:11]2[C:12]3[CH:17]([CH2:16][CH:15]=[CH:14][CH:13]=3)[CH2:18][CH:10]2[C:7]2[CH:6]=[CH:5][C:4]([Br:3])=[CH:9][CH:8]=2)=[CH:8][CH:9]=1 |f:0.1,3.4.5.6.7,9.10.11|. Procedure: Again the procedure of Example I was used but in this case 0.677 mmol of potassium hydride was used in place of the n-butyllithium and the starting material was 2-(para-bromophenyl) tetrahydroindene in the amount of 0.615 mmol in 8 ml of diethylether. The procedure employed 0.31 mmol of the zirconium tetrachloride. The resulting product was purified and identified as bis(2-(para-bromophenyl) tetrahydroindenyl) zirconium dichloride. Starting materials: BrC1=CC(=C(C#N)C(=C1)F)F (4-bromo-2,6-difluoro-benzonitrile), C[O-].[Na+] (sodium methoxide). The solvent is O1CCCC1 (tetrahydrofuran). Reaction conditions: time 16 hour. Product: BrC1=CC(=C(C#N)C(=C1)OC)F (4-bromo-2-fluoro-6-methoxy-benzonitrile). The yield is 53.6%. RXN SMILES: [Br:1][C:2]1[CH:9]=[C:8](F)[C:5]([C:6]#[N:7])=[C:4]([F:11])[CH:3]=1.[CH3:12][O-:13].[Na+]>O1CCCC1>[Br:1][C:2]1[CH:9]=[C:8]([O:13][CH3:12])[C:5]([C:6]#[N:7])=[C:4]([F:11])[CH:3]=1 |f:1.2|. Reported procedure: To a solution of 4-bromo-2,6-difluoro-benzonitrile (15.0 g, 68.8 mmol) in tetrahydrofuran (150 ml) is added sodium methoxide (4.5 g, 82.6 mmol) at room temperature and the mixture is stirred for 16 h. The reaction mixture is concentrated under reduced pressure and the resulting solid is purified by column chromatography (silica gel, 5% ethyl acetate/hexane) to obtain 4-bromo-2-fluoro-6-methoxy-benzonitrile (8.5 g, 36.9 mmol, 53%).